This data is from the Open Reaction Database (ORD), a public repository of structured organic reaction records. The task is: describe an organic reaction: reactants, conditions, products, and yield Starting materials: NCCN1CCCCC1 (1-(2-aminoethyl)piperidine), amine, O=C1C=2N=CN(C2N=CN1)CCC(=O)OCC (3-(1,6-dihydro-6-oxo-9H-purin-9-yl)propionic acid, ethyl ester). Solvent: C(C)#N (acetonitrile). The product is O=C1C=2N=CN(C2N=CN1)CCC(=O)NCCN1CCCCC1 (3-(1,6-dihydro-6-oxo-9H-purin-9-yl)-N-[[2-(1-piperidinyl)]ethyl]-propanamide). Isolated yield 86.0%. RXN SMILES: [NH2:1][CH2:2][CH2:3][N:4]1[CH2:9][CH2:8][CH2:7][CH2:6][CH2:5]1.[O:10]=[C:11]1[NH:19][CH:18]=[N:17][C:16]2[N:15]([CH2:20][CH2:21][C:22](OCC)=[O:23])[CH:14]=[N:13][C:12]1=2>C(#N)C>[O:10]=[C:11]1[NH:19][CH:18]=[N:17][C:16]2[N:15]([CH2:20][CH2:21][C:22]([NH:1][CH2:2][CH2:3][N:4]3[CH2:9][CH2:8][CH2:7][CH2:6][CH2:5]3)=[O:23])[CH:14]=[N:13][C:12]1=2. Reported procedure: 0.500 g (3.90 mmol) of 1-(2-aminoethyl)piperidine was added to a 10 ml round bottom flask equipped with a magnetic stirring bar. The amine was heated to 100°-110° C. and 0.250 g (1.06 mmol) of 3-(1,6-dihydro-6-oxo-9H-purin-9-yl)propionic acid, ethyl ester (AIT-0027) was added to the stirring solution. The solution was heated for one hour at which time it had solidified. The solution was allowed to cool to room temperature and 10 ml of acetonitrile was added to the solid. This mixture was stirred...